This data is from the Open Reaction Database (ORD), a public repository of structured organic reaction records. The task is: describe an organic reaction: reactants, conditions, products, and yield Starting materials: BrC1=CC=C(S1)C(CBr)=O (5-bromo-2-bromoacetylthiophene), NC1=NC2=C(N1CCN1CCCCC1)C=CC=C2 (2-amino-1-(2-piperidinoethyl)-benzimidazole). Solvent: CCOCC (ether), CC(=O)C (acetone). The product is Br.NC1N(C2=C(N1CCN1CCCCC1)C=CC=C2)CC(C2=CC=C(S2)Br)=O (2-Amino-3-(5-bromo-2-thenoylmethyl)-1-(2-piperidinoethyl)-benzimidazole hydrobromide). Isolated yield 82.0%. As a reaction SMILES: [Br:1][C:2]1[S:6][C:5]([C:7](=[O:10])[CH2:8]Br)=[CH:4][CH:3]=1.[NH2:11][C:12]1[N:16]([CH2:17][CH2:18][N:19]2[CH2:24][CH2:23][CH2:22][CH2:21][CH2:20]2)[C:15]2[CH:25]=[CH:26][CH:27]=[CH:28][C:14]=2[N:13]=1>CCOCC.CC(C)=O>[BrH:1].[NH2:11][CH:12]1[N:16]([CH2:17][CH2:18][N:19]2[CH2:24][CH2:23][CH2:22][CH2:21][CH2:20]2)[C:15]2[CH:25]=[CH:26][CH:27]=[CH:28][C:14]=2[N:13]1[CH2:8][C:7](=[O:10])[C:5]1[S:6][C:2]([Br:1])=[CH:3][CH:4]=1 |f:4.5|. Procedure: Add a solution of 5-bromo-2-bromoacetylthiophene (5.68 g, 20 mmol) in 30 ml of ether to a hot solution of 2-amino-1-(2-piperidinoethyl)-benzimidazole (4.88 g, 20 mmol) in 150 ml of acetone. Stir and maintain at room temperature for five hours. Suction-filter the precipitate, wash with acetone and then with ether to obtain the title compound.